Dataset: the Open Reaction Database (ORD), a public repository of structured organic reaction records. Task: describe an organic reaction: reactants, conditions, products, and yield Reactants: CC1=C(N=CN1C(C1=CC=CC=C1)(C1=CC=CC=C1)C1=CC=CC=C1)C=O (5-methyl-1-(triphenylmethyl)-1H-imidazole-4-carboxaldehyde), C(C)(C)N (isopropylamine), C(#N)[BH3-].[Na+] (sodium cyanoborohydride), Cl (hydrochloric acid), Cl (hydrogen chloride), 0.5h. Solvent: CO (methanol), O (water). Run at time 1 hour. The product is CC1=C(N=CN1C(C1=CC=CC=C1)(C1=CC=CC=C1)C1=CC=CC=C1)CNC(C)C (5-Methyl-N-(1-methylethyl)-1-(triphenylmethyl)-1H-imidazole-4-methanamine). As a reaction SMILES: [CH3:1][C:2]1[N:6]([C:7]([C:20]2[CH:25]=[CH:24][CH:23]=[CH:22][CH:21]=2)([C:14]2[CH:19]=[CH:18][CH:17]=[CH:16][CH:15]=2)[C:8]2[CH:13]=[CH:12][CH:11]=[CH:10][CH:9]=2)[CH:5]=[N:4][C:3]=1[CH:26]=O.[CH:28]([NH2:31])([CH3:30])[CH3:29].Cl.C([BH3-])#N.[Na+]>CO.O>[CH3:1][C:2]1[N:6]([C:7]([C:20]2[CH:25]=[CH:24][CH:23]=[CH:22][CH:21]=2)([C:14]2[CH:19]=[CH:18][CH:17]=[CH:16][CH:15]=2)[C:8]2[CH:13]=[CH:12][CH:11]=[CH:10][CH:9]=2)[CH:5]=[N:4][C:3]=1[CH2:26][NH:31][CH:28]([CH3:30])[CH3:29] |f:3.4|. Reported procedure: A mixture of 5-methyl-1-(triphenylmethyl)-1H-imidazole-4-carboxaldehyde (3.5 g) and isopropylamine (10 ml) in methanol (125 ml) was stirred at 20° for 1h. The resulting solution was treated with ethanolic hydrogen chloride (0.027 g/ml; 15 ml), cooled to 0° and treated with sodium cyanoborohydride (0.94 g). After stirring for 2.5 h, water (15 ml) was added and the resulting mixture was stirred at 20° for 0.5 h and treated with concentrated hydrochloric acid (6 ml). The mixture was warmed to 40°, ... Starting materials: NC(C)(CCC1=C(C=CC=C1)OC)C (2-amino-2-methyl-4-(2-methoxyphenyl)butane), B(Br)(Br)Br (BBr3). The solvent is C(Cl)Cl (methylene chloride), C(Cl)Cl (methylene chloride). Reaction conditions: temperature 0 celsius, time 2 hour. The product is NC(C)(CCC1=C(C=CC=C1)O)C (2-Amino-2-methyl-4-(2-hydroxyphenyl)butane). Reaction SMILES: [NH2:1][C:2]([CH3:14])([CH2:4][CH2:5][C:6]1[CH:11]=[CH:10][CH:9]=[CH:8][C:7]=1[O:12]C)[CH3:3].B(Br)(Br)Br>C(Cl)Cl>[NH2:1][C:2]([CH3:14])([CH2:4][CH2:5][C:6]1[CH:11]=[CH:10][CH:9]=[CH:8][C:7]=1[OH:12])[CH3:3]. Procedure: To a cold (0° C.) solution of 986 mg (5.1 mmol) of 2-amino-2-methyl-4-(2-methoxyphenyl)butane in 20 ml of dry methylene chloride, a solution of 2.5 ml of a 1M BBr3 solution in 10 ml of methylene chloride is slowly added. The reaction mixture is stirred at 0° C. for two hours and then at room temperature for 3 hours. The reaction is quenched with methanol and concentrated. Pure product may be obtained by chromatography on silica gel. The reactants are O=C[C@H](O)[C@@H](O)[C@H](O)[C@H](O)CO (glucose), C(C1=CC(O)=C(O)C=C1)(=O)O (protocatechuic acid), OP(=O)([O-])[O-].[K+].[K+] (K2HPO4), [OH-].[Na+] (NaOH), MgSO4.7H2O, [Cl-].[Cl-].[Ca+2] (CaCl2), OC(=O)CCCC[C@@H]1SC[C@@H]2NC(=O)N[C@H]12 (Biotin), C1COCCN1CCCS(=O)(=O)O (MOPS), MnSO4.7H2O, S(=O)(=O)([O-])[O-].[NH4+].[NH4+] (ammonium sulfate), OP(=O)(O)[O-].[K+] (KH2PO4), FeSO4.7H2O. The reagents and catalysts are [O-]S(=O)(=O)[O-].[Cu+2] (CuSO4). Yields the product N[C@@H](CCC(=O)O)C(=O)O (L-Glutamic Acid). RXN SMILES: O=C[C@@H]([C@H]([C@@H]([C@@H](CO)O)O)O)O.S([O-])([O-])(=O)=O.[NH4+].[NH4+].OP([O-])(O)=O.[K+].OP([O-])([O-])=O.[K+].[K+].[Cl-].[Cl-].[Ca+2].C1[N:41]([CH2:42][CH2:43][CH2:44]S(O)(=O)=O)CCOC1.[C:49]([OH:59])(=[O:58])C1C=CC(O)=C(O)C=1.[OH:60][C:61](CCCC[C@H]1[C@@H]2[C@@H](NC(N2)=O)CS1)=[O:62].[OH-].[Na+]>[O-]S([O-])(=O)=O.[Cu+2]>[NH2:41][C@H:42]([C:49]([OH:59])=[O:58])[CH2:43][CH2:44][C:61]([OH:62])=[O:60] |f:1.2.3,4.5,6.7.8,9.10.11,15.16,17.18|. Reported procedure: On the CM2B agar medium, the 2A-1R strain could form colonies at substantially the same rate as that of the wild-type strain ATCC13869. However, on the minimum plate medium (20 g/l glucose, 2.64 g/l ammonium sulfate, 0.5 g/l KH2PO4, 0.5 g/l K2HPO4, 0.25 g/l MgSO4.7H2O, 0.01 g/l FeSO4.7H2O, 0.01 g/l MnSO4.7H2O, 0.01 g/l CaCl2, 0.02 mg/l CuSO4, 40 g/l MOPS, 30 mg/l protocatechuic acid, 200 μg/l VB1.Hu, 300 μg/l Biotin, 20 g/l agar, adjusted to pH 6.7 with NaOH), the 2A-1R strain showed a considera... The yield is 110.9%. Procedure: 2-(3,5-Dichloro-phenyl)-cyclohexanone (50 mg, 0.21 mmol) was dissolved in chloroform (1 mL). To this solution bromine (34.5 mg, 0.22 mmol) in chloroform (0.5 mL) was added drop wise at room temperature. The reaction was stirred for 1½ hours at room temperature. The solvent was removed under reduced pressure to yield the crude title compound (75 mg) which was used directly in the next step without further purification. Reaction SMILES: [Cl:1][C:2]1[CH:3]=[C:4]([CH:9]2[CH2:14][CH2:13][CH2:12][CH2:11][C:10]2=[O:15])[CH:5]=[C:6]([Cl:8])[CH:7]=1.[Br:16]Br>C(Cl)(Cl)Cl>[Br:16][CH:11]1[CH2:12][CH2:13][CH2:14][CH:9]([C:4]2[CH:3]=[C:2]([Cl:1])[CH:7]=[C:6]([Cl:8])[CH:5]=2)[C:10]1=[O:15]. Yields the product BrC1C(C(CCC1)C1=CC(=CC(=C1)Cl)Cl)=O (2-Bromo-6-(3,5-dichloro-phenyl)-cyclohexanone). Run in C(Cl)(Cl)Cl (chloroform), C(Cl)(Cl)Cl (chloroform). The reactants are ClC=1C=C(C=C(C1)Cl)C1C(CCCC1)=O (2-(3,5-Dichloro-phenyl)-cyclohexanone), BrBr (bromine). Reactants: CN1CCNCC1, CN(C)C=O, CCc1nn2c(N)cc(Cl)nc2c1S(=O)(=O)c1ccccc1. Product: CCc1nn2c(N)cc(N3CCN(C)CC3)nc2c1S(=O)(=O)c1ccccc1. As a reaction SMILES: [CH3:1][N:2]1[CH2:3][CH2:4][NH:5][CH2:6][CH2:7]1.[O:30]=[CH:31][N:32]([CH3:33])[CH3:34].[c:8]1([S:14](=[O:15])(=[O:16])[c:17]2[c:18]([CH2:28][CH3:29])[n:19][n:20]3[c:21]2[n:22][c:23]([Cl:27])[cH:24][c:25]3[NH2:26])[cH:9][cH:10][cH:11][cH:12][cH:13]1>>[CH3:1][N:2]1[CH2:3][CH2:4][N:5]([c:23]2[n:22][c:21]3[c:17]([S:14]([c:8]4[cH:9][cH:10][cH:11][cH:12][cH:13]4)(=[O:15])=[O:16])[c:18]([CH2:28][CH3:29])[n:19][n:20]3[c:25]([NH2:26])[cH:24]2)[CH2:6][CH2:7]1.